This data is from the Open Reaction Database (ORD), a public repository of structured organic reaction records. The task is: describe an organic reaction: reactants, conditions, products, and yield The reactants are C(C)(C)C1=C(C(=CC(=C1)C(C)C)C(C)C)S(=O)(=O)NN=C(CCN(C)C)C1=CC=CC=C1 (β-dimethylaminopropiophenone 2,4,6-triisopropylbenzenesulphonylhydrazone), powder, C1CC2=CC=CC=C2C(=O)C1 (α-tetralone). Yields the product OC1(CCCC2=CC=CC=C12)C(=CCN(C)C)C1=CC=CC=C1 (1-(1-hydroxy-1,2,3,4-tetrahydro-1-naphthyl)-3-dimethylamino-1-phenyl-1-propene). RXN SMILES: C(C1C=C(C(C)C)C=C(C(C)C)C=1S(NN=[C:21]([C:27]1[CH:32]=[CH:31][CH:30]=[CH:29][CH:28]=1)[CH2:22][CH2:23][N:24]([CH3:26])[CH3:25])(=O)=O)(C)C.[CH2:33]1[CH2:43][C:41](=[O:42])[C:40]2[C:35](=[CH:36][CH:37]=[CH:38][CH:39]=2)[CH2:34]1>>[OH:42][C:41]1([C:21]([C:27]2[CH:28]=[CH:29][CH:30]=[CH:31][CH:32]=2)=[CH:22][CH2:23][N:24]([CH3:25])[CH3:26])[C:40]2[C:35](=[CH:36][CH:37]=[CH:38][CH:39]=2)[CH2:34][CH2:33][CH2:43]1. Procedure: By using a method similar to that described in Example 22 but starting from β-dimethylaminopropiophenone 2,4,6-triisopropylbenzenesulphonylhydrazone (20 g) and from α-tetralone (6.4 cc), 1-(1-hydroxy-1,2,3,4-tetrahydro-1-naphthyl)-3-dimethylamino-1-phenyl-1-propene (Z) (3.8 g) is obtained in the form of a white powder melting at 108° C. after recrystallisation from a mixture (65 cc of petroleum ether and isopropanol (95/5 by volume). The reactants are CC(C(=O)[O-])c1cnc(Cc2ccc(NC(=O)OCc3ccccc3)cc2)nc1N(C)C, CO, [Na+], C1CCOC1, [OH-]. Product: CN(C)c1nc(Cc2ccc(NC(=O)OCc3ccccc3)cc2)ncc1CC(=O)O. RXN SMILES: [CH3:1][CH:2]([C:3](=[O:4])[O-:5])[c:6]1[c:7]([N:30]([CH3:31])[CH3:32])[n:8][c:9]([CH2:12][c:13]2[cH:14][cH:15][c:16]([NH:19][C:20](=[O:21])[O:22][CH2:23][c:24]3[cH:25][cH:26][cH:27][cH:28][cH:29]3)[cH:17][cH:18]2)[n:10][cH:11]1.[CH3:40][OH:41].[Na+:34].[O:35]1[CH2:36][CH2:37][CH2:38][CH2:39]1.[OH-:33]>>[CH2:2]([C:3](=[O:4])[OH:5])[c:6]1[c:7]([N:30]([CH3:31])[CH3:32])[n:8][c:9]([CH2:12][c:13]2[cH:14][cH:15][c:16]([NH:19][C:20](=[O:21])[O:22][CH2:23][c:24]3[cH:25][cH:26][cH:27][cH:28][cH:29]3)[cH:17][cH:18]2)[n:10][cH:11]1.